From a dataset of the Open Reaction Database (ORD), a public repository of structured organic reaction records. describe an organic reaction: reactants, conditions, products, and yield Starting materials: O=Cc1c[nH]c2cccc(Br)c12, CCOC(C)=O, CO, N#C[Na]. Product: COC(=O)c1c[nH]c2cccc(Br)c12. Reaction SMILES: [Br:3][c:4]1[c:5]2[c:6]([CH:13]=[O:14])[cH:7][nH:8][c:9]2[cH:10][cH:11][cH:12]1.[CH3:18][CH2:19][O:20][C:21](=[O:22])[CH3:23].[CH3:1][OH:2].[Na:15][C:16]#[N:17]>>[CH3:1][O:2][C:13]([c:6]1[c:5]2[c:4]([Br:3])[cH:12][cH:11][cH:10][c:9]2[nH:8][cH:7]1)=[O:14].